This data is from the Open Reaction Database (ORD), a public repository of structured organic reaction records. The task is: describe an organic reaction: reactants, conditions, products, and yield Reactants: S1C(=NC=C1)OC1=CC=C(CO)C=C1 (4-(thiazol-2-yloxy)benzyl alcohol). The solvent is CCCCCC.CCOC(=O)C (hexane EtOAc). Product: S1C(=NC=C1)OC1=CC=C(C=O)C=C1 (4-(thiazol-2-yloxy)benzaldehyde). As a reaction SMILES: [S:1]1[CH:5]=[CH:4][N:3]=[C:2]1[O:6][C:7]1[CH:14]=[CH:13][C:10]([CH2:11][OH:12])=[CH:9][CH:8]=1>CCCCCC.CCOC(C)=O>[S:1]1[CH:5]=[CH:4][N:3]=[C:2]1[O:6][C:7]1[CH:8]=[CH:9][C:10]([CH:11]=[O:12])=[CH:13][CH:14]=1 |f:1.2|. Procedure: Using the alcohol prepared above and the procedures described in Example 84E, except chromatography using 4:1 hexane-EtOAc was used for purification, provided 4-(thiazol-2-yloxy)benzaldehyde. 1H NMR (CDCl3) δ10.00 (s, 1H), 7.95 (m, 2H), 7.46 (m, 2H), 7.30 (d, 1H), 6.95 (d, 1H). MS (DCl/NH3) (M+H)+ 206 and (M+H+NH3)+ 223. Starting materials: ClC1=C(C(=O)O)C=CC(=C1)[N+](=O)[O-] (2-chloro-4-nitrobenzoic acid), NC1=CC=NN1CC (5-amino-1-ethylpyrazole), CN(C)C=O (DMF), C(=O)([O-])[O-].[K+].[K+] (K2CO3), ice water. The reagents and catalysts are CC(=O)[O-].CC(=O)[O-].[Cu+2].O (Cu(OAc)2.H2O). Solvent: C(C)(=O)O (acetic acid). Product: C(C)N1N=CC=C1NC=1C(C(=O)O)=CC=C(C1)[N+](=O)[O-] (N-(1-ethylpyrazol-5-yl)-4-nitroanthranilic acid). Yield: 63.3%. RXN SMILES: Cl[C:2]1[CH:10]=[C:9]([N+:11]([O-:13])=[O:12])[CH:8]=[CH:7][C:3]=1[C:4]([OH:6])=[O:5].[NH2:14][C:15]1[N:19]([CH2:20][CH3:21])[N:18]=[CH:17][CH:16]=1.CN(C=O)C.C([O-])([O-])=O.[K+].[K+]>CC([O-])=O.CC([O-])=O.[Cu+2].O.C(O)(=O)C>[CH2:20]([N:19]1[C:15]([NH:14][C:2]2[C:3](=[CH:7][CH:8]=[C:9]([N+:11]([O-:13])=[O:12])[CH:10]=2)[C:4]([OH:6])=[O:5])=[CH:16][CH:17]=[N:18]1)[CH3:21] |f:3.4.5,6.7.8.9|. Procedure details: A mixture of 2-chloro-4-nitrobenzoic acid (4.03 g, 0.02 mol), 5-amino-1-ethylpyrazole (2.22 g, 0.02 mol), DMF (25 ml), K2CO3 (2.76 g, 0.02 mol) and Cu(OAc)2.H2O (0.5 g) was refluxed for 24 hours. The reaction mixture was cooled to room temperature, poured into ice-water and then acidified with acetic acid to a pH of 5. A solid formed which was collected by filtration and dried to afford 3.5 g (63%) of N-(1-ethylpyrazol-5-yl)-4-nitroanthranilic acid. Product: C(CCCCCCCC=CCC)O (dodec-9-en-1-ol). Procedure: 6212 g (34.8 moles) of dodec-9-yn-1-ol and 316 g of N-methylmorpholine are dissolved in 46 l of methanol in a 100 l glass flask, and 62 g of a catalyst (0.7% Pd and 3.1% of Zn on a CaCO3 carrier) are suspended in the solution. Thereafter, the stirred suspension is flushed with nitrogen, and hydrogenation is carried out at from 0° to 5° C. and under a hydrogen pressure of 0.1 bar above atmospheric pressure until the absorption of hydrogen is complete. The methanol and morpholine are stripped off ... Reaction SMILES: [CH2:1]([OH:13])[CH2:2][CH2:3][CH2:4][CH2:5][CH2:6][CH2:7][CH2:8][C:9]#[C:10][CH2:11][CH3:12].CN1CCOCC1.C([O-])([O-])=O.[Ca+2]>CO.[Pd].[Zn]>[CH2:1]([OH:13])[CH2:2][CH2:3][CH2:4][CH2:5][CH2:6][CH2:7][CH2:8][CH:9]=[CH:10][CH2:11][CH3:12] |f:2.3|. Starting materials: C(CCCCCCCC#CCC)O (dodec-9-yn-1-ol), CN1CCOCC1 (N-methylmorpholine), C(=O)([O-])[O-].[Ca+2] (CaCO3). Solvent: CO (methanol). Yield: 96.7%. Reagents/catalysts: catalyst, [Zn] (Zn), [Pd] (Pd).